Dataset: the Open Reaction Database (ORD), a public repository of structured organic reaction records. Task: describe an organic reaction: reactants, conditions, products, and yield The reactants are C(C)C1=CC2=C(N(C(NC2=O)=O)CC2=CC=C(C=C2)C=2C(=CC=CC2)C#N)S1 (4′-[(6-ethyl-2,4-dioxo-3,4-dihydrothieno[2,3-d]pyrimidin-1(2H)-yl)methyl]biphenyl-2-carbonitrile), N(=NC(=O)N1CCCCC1)C(=O)N1CCCCC1 (1,1′-(azodicarbonyl)dipiperidine), C(CCC)P(CCCC)CCCC (tributylphosphine), CC1(COC1)CO ((3-methyloxetan-3-yl)methanol). Solvent: O1CCCC1 (tetrahydrofuran). Conditions: time 3 hour. The product is C(C)C1=CC2=C(N(C(N(C2=O)CC2(COC2)C)=O)CC2=CC=C(C=C2)C=2C(=CC=CC2)C#N)S1 (4′-{[6-ethyl-3-[(3-methyloxetan-3-yl)methyl]-2,4-dioxo-3,4-dihydrothieno[2,3-d]pyrimidin-1(2H)-yl]methyl}biphenyl-2-carbonitrile). Yield: 55.9%. As a reaction SMILES: [CH2:1]([C:3]1[S:28][C:6]2[N:7]([CH2:13][C:14]3[CH:19]=[CH:18][C:17]([C:20]4[C:21]([C:26]#[N:27])=[CH:22][CH:23]=[CH:24][CH:25]=4)=[CH:16][CH:15]=3)[C:8](=[O:12])[NH:9][C:10](=[O:11])[C:5]=2[CH:4]=1)[CH3:2].N(C(N1CCCCC1)=O)=NC(N1CCCCC1)=O.C(P(CCCC)CCCC)CCC.[CH3:60][C:61]1([CH2:65]O)[CH2:64][O:63][CH2:62]1>O1CCCC1>[CH2:1]([C:3]1[S:28][C:6]2[N:7]([CH2:13][C:14]3[CH:19]=[CH:18][C:17]([C:20]4[C:21]([C:26]#[N:27])=[CH:22][CH:23]=[CH:24][CH:25]=4)=[CH:16][CH:15]=3)[C:8](=[O:12])[N:9]([CH2:60][C:61]3([CH3:65])[CH2:64][O:63][CH2:62]3)[C:10](=[O:11])[C:5]=2[CH:4]=1)[CH3:2]. Reported procedure: A mixture of 4′-[(6-ethyl-2,4-dioxo-3,4-dihydrothieno[2,3-d]pyrimidin-1(2H)-yl)methyl]biphenyl-2-carbonitrile (1 g), 1,1′-(azodicarbonyl)dipiperidine (1.3 g), tributylphosphine (1.6 mL), (3-methyloxetan-3-yl)methanol (0.29 g) and tetrahydrofuran (30 mL) was stirred at room temperature for 3 hr. The reaction mixture was extracted with water and ethyl acetate. The ethyl acetate layer was washed with saturated brine, and dried over anhydrous magnesium sulfate. The solvent was evaporated under reduc... Starting materials: COC1=CC=C(C=C1)C(C=1C=C(C=CC1)N)NCC(C1=CC=CC=C1)C1=CC=CC=C1 (3-[(4-methoxyphenyl)-(2,2-diphenylethylamino)methyl]phenylamine), COC=1C(C(C1OC)=O)=O (3,4-dimethoxy-3-cyclobutene-1,2-dione). Run in CO (methanol). The product is COC=1C(C(C1NC1=CC(=CC=C1)C(NCC(C1=CC=CC=C1)C1=CC=CC=C1)C1=CC=C(C=C1)OC)=O)=O (3-Methoxy-4-{3-[(4-methoxyphenyl)-(2,2-diphenylethylamino)methyl]phenylamino}-3-cyclobutene-1,2-dione). Isolated yield 52.6%. Reaction SMILES: [CH3:1][O:2][C:3]1[CH:8]=[CH:7][C:6]([CH:9]([NH:17][CH2:18][CH:19]([C:26]2[CH:31]=[CH:30][CH:29]=[CH:28][CH:27]=2)[C:20]2[CH:25]=[CH:24][CH:23]=[CH:22][CH:21]=2)[C:10]2[CH:11]=[C:12]([NH2:16])[CH:13]=[CH:14][CH:15]=2)=[CH:5][CH:4]=1.[CH3:32][O:33][C:34]1[C:35](=O)[C:36](=[O:40])[C:37]=1[O:38]C>CO>[CH3:32][O:33][C:34]1[C:37](=[O:38])[C:36](=[O:40])[C:35]=1[NH:16][C:12]1[CH:13]=[CH:14][CH:15]=[C:10]([CH:9]([C:6]2[CH:5]=[CH:4][C:3]([O:2][CH3:1])=[CH:8][CH:7]=2)[NH:17][CH2:18][CH:19]([C:26]2[CH:31]=[CH:30][CH:29]=[CH:28][CH:27]=2)[C:20]2[CH:21]=[CH:22][CH:23]=[CH:24][CH:25]=2)[CH:11]=1. Procedure details: In a similar manner to that described in Example (1c), a solution of 3-[(4-methoxyphenyl)-(2,2-diphenylethylamino)methyl]phenylamine (2.02 g) [prepared as described in step (b) above] in methanol (40 ml) and 3,4-dimethoxy-3-cyclobutene-1,2-dione (731 mg) were reacted, to afford the title compound (1.35 g) as a white foamy solid. Starting materials: COc1nc(C)c(C)nc1NC(=O)Oc1ccccc1, Fc1cc(F)cc(N2CCNCC2)c1. Product: COc1nc(C)c(C)nc1NC(=O)N1CCN(c2cc(F)cc(F)c2)CC1. RXN SMILES: [CH3:1][c:2]1[n:3][c:4]([NH:11][C:12]([O:13][c:14]2[cH:15][cH:16][cH:17][cH:18][cH:19]2)=[O:20])[c:5]([O:9][CH3:10])[n:6][c:7]1[CH3:8].[F:21][c:22]1[cH:23][c:24]([N:29]2[CH2:30][CH2:31][NH:32][CH2:33][CH2:34]2)[cH:25][c:26]([F:28])[cH:27]1>>[CH3:1][c:2]1[n:3][c:4]([NH:11][C:12](=[O:20])[N:32]2[CH2:31][CH2:30][N:29]([c:24]3[cH:23][c:22]([F:21])[cH:27][c:26]([F:28])[cH:25]3)[CH2:34][CH2:33]2)[c:5]([O:9][CH3:10])[n:6][c:7]1[CH3:8].